Dataset: the Open Reaction Database (ORD), a public repository of structured organic reaction records. Task: describe an organic reaction: reactants, conditions, products, and yield Reactants: O.[OH-].[Li+] (lithium hydroxide monohydrate), C(C)(C)(C)OC(=O)C1=C(C=CC=C1)C1=CC=C(C=C1)CN1C(=NC(=C1C(=O)OCC)C(C)(C)O)CCC (ethyl 1-[(2'-t-butoxycarbonylbiphenyl-4-yl)methyl]-4-(1-hydroxy-1-methylethyl)-2-propylimidazole-5-carboxylate). The solvent is O (water), O1CCOCC1 (dioxane). Conditions: time 16 hour. Product: C(C)(C)(C)OC(=O)C1=C(C=CC=C1)C1=CC=C(C=C1)CN1C(=NC(=C1C(=O)O)C(C)(C)O)CCC (1-[(2'-t-Butoxycarbonylbiphenyl-4-yl)methyl]-4-(1-hydroxy-1-methylethyl)-2-propylimidazole-5-carboxylic acid). Yield: 83.0%. RXN SMILES: O.[OH-].[Li+].[C:4]([O:8][C:9]([C:11]1[CH:16]=[CH:15][CH:14]=[CH:13][C:12]=1[C:17]1[CH:22]=[CH:21][C:20]([CH2:23][N:24]2[C:28]([C:29]([O:31]CC)=[O:30])=[C:27]([C:34]([OH:37])([CH3:36])[CH3:35])[N:26]=[C:25]2[CH2:38][CH2:39][CH3:40])=[CH:19][CH:18]=1)=[O:10])([CH3:7])([CH3:6])[CH3:5]>O.O1CCOCC1>[C:4]([O:8][C:9]([C:11]1[CH:16]=[CH:15][CH:14]=[CH:13][C:12]=1[C:17]1[CH:22]=[CH:21][C:20]([CH2:23][N:24]2[C:28]([C:29]([OH:31])=[O:30])=[C:27]([C:34]([OH:37])([CH3:36])[CH3:35])[N:26]=[C:25]2[CH2:38][CH2:39][CH3:40])=[CH:19][CH:18]=1)=[O:10])([CH3:7])([CH3:6])[CH3:5] |f:0.1.2|. Procedure: A solution of 4.8 g of lithium hydroxide monohydrate in 100 ml of water was added to a solution of 11.6 g of ethyl 1-[(2'-t-butoxycarbonylbiphenyl-4-yl)methyl]-4-(1-hydroxy-1-methylethyl)-2-propylimidazole-5-carboxylate [prepared as described in step (a) above] in 60 ml of dioxane, and the resulting mixture was stirred at room temperature for 16 hours. The dioxane was removed by distillation under reduced pressure, and then the concentrate was mixed with ice-water and with ethyl acetate, after w...